From a dataset of the Open Reaction Database (ORD), a public repository of structured organic reaction records. describe an organic reaction: reactants, conditions, products, and yield Reactants: C1=CC=CC=2C3=CC=CC=C3C(C12)COC(=O)NCCCCCOC(CC(C)(C)C1=C(C(C(=C(C1=O)C)CCC(=O)OCC=C)=O)C)=O (3-[4-(2-Allyloxycarbonyl-ethyl)-2,5-dimethyl-3,6-dioxo-cyclohexa-1,4-dienyl]-3-methyl-butyric acid 5-(9H-fluoren-9-ylmethoxycarbonylamino)-pentyl ester), N1CCCCC1 (piperidine). Run in CN(C)C=O (DMF). Reaction conditions: time 10 minute. The product is NCCCCCOC(CC(C)(C)C1=C(C(C(=C(C1=O)C)CCC(=O)OCC=C)=O)C)=O (3-[4-(2-Allyloxycarbonyl-ethyl)-2,5-dimethyl-3,6-dioxo-cyclohexa-1,4-dienyl]-3-methyl-butyric acid 5-amino-pentyl ester). As a reaction SMILES: C1C2C(COC([NH:18][CH2:19][CH2:20][CH2:21][CH2:22][CH2:23][O:24][C:25](=[O:48])[CH2:26][C:27]([C:30]3[C:35](=[O:36])[C:34]([CH3:37])=[C:33]([CH2:38][CH2:39][C:40]([O:42][CH2:43][CH:44]=[CH2:45])=[O:41])[C:32](=[O:46])[C:31]=3[CH3:47])([CH3:29])[CH3:28])=O)C3C(=CC=CC=3)C=2C=CC=1.N1CCCCC1>CN(C=O)C>[NH2:18][CH2:19][CH2:20][CH2:21][CH2:22][CH2:23][O:24][C:25](=[O:48])[CH2:26][C:27]([C:30]1[C:35](=[O:36])[C:34]([CH3:37])=[C:33]([CH2:38][CH2:39][C:40]([O:42][CH2:43][CH:44]=[CH2:45])=[O:41])[C:32](=[O:46])[C:31]=1[CH3:47])([CH3:29])[CH3:28]. Procedure details: To a solution of the compound J (250 mg, 0.38 mmol) dissolved in 10 mL of DMF was added piperidine (0.5 mL). The solution was stirred 10 min at room temperature. The solvent was evaporated and the residue was purified by flash chromatography using a gradient solvent system 10% MeOH/CH2Cl2 to 100% MeOH. After evaporation of the solvent 53 mg (33%) of the compound K was isolated as a yellow oil. 1H NMR 500 MHz (CD3OD) δ5.87 (m, 1H), 5.22 (m, 2H), 4.54 (dt, J=5.6 Hz, 1.2 Hz, 2H), 3.93 (t, J=7 Hz, 2... Procedure: (2S)-3-[4-(3-Bromo-propoxy)-phenyl]-2-methoxy-propionic acid ethyl ester from Example 173, Step A was treated with 4′-tert-Butyl-biphenyl-4-ol from Step A under the Standard Procedure J. The compound thus obtained was allowed to react under Standard hydrolysis procedure C (NaOH) to give the title compound. MS(ES) for C29H34O5 [M+NH4]+: 480, [M+Na]+: 485. Starting materials: C(C)OC([C@H](CC1=CC=C(C=C1)OCCCBr)OC)=O ((2S)-3-[4-(3-Bromo-propoxy)-phenyl]-2-methoxy-propionic acid ethyl ester), C(C)(C)(C)C1=CC=C(C=C1)C1=CC=C(C=C1)O (4′-tert-Butyl-biphenyl-4-ol), [OH-].[Na+] (NaOH). As a reaction SMILES: C([O:3][C:4](=[O:20])[C@@H:5]([O:18][CH3:19])[CH2:6][C:7]1[CH:12]=[CH:11][C:10]([O:13][CH2:14][CH2:15][CH2:16]Br)=[CH:9][CH:8]=1)C.[C:21]([C:25]1[CH:30]=[CH:29][C:28]([C:31]2[CH:36]=[CH:35][C:34]([OH:37])=[CH:33][CH:32]=2)=[CH:27][CH:26]=1)([CH3:24])([CH3:23])[CH3:22].[OH-].[Na+]>>[C:21]([C:25]1[CH:30]=[CH:29][C:28]([C:31]2[CH:32]=[CH:33][C:34]([O:37][CH2:16][CH2:15][CH2:14][O:13][C:10]3[CH:9]=[CH:8][C:7]([CH2:6][C@H:5]([O:18][CH3:19])[C:4]([OH:3])=[O:20])=[CH:12][CH:11]=3)=[CH:35][CH:36]=2)=[CH:27][CH:26]=1)([CH3:24])([CH3:22])[CH3:23] |f:2.3|. The product is C(C)(C)(C)C1=CC=C(C=C1)C1=CC=C(C=C1)OCCCOC1=CC=C(C=C1)C[C@@H](C(=O)O)OC ((2S)-3-{4-[3-(4′-tert-Butyl-biphenyl-4-yloxy)-propoxy]-phenyl}-2-methoxy-propionic acid). The reactants are CCO, O=C(O)c1ccc(Cl)c([N+](=O)[O-])c1, O, O=S(=O)(O)O. Product: CCOC(=O)c1ccc(Cl)c([N+](=O)[O-])c1. As a reaction SMILES: [CH2:20]([CH3:21])[OH:22].[Cl:1][c:2]1[c:3]([N+:11](=[O:12])[O-:13])[cH:4][c:5]([C:6](=[O:7])[OH:8])[cH:9][cH:10]1.[OH2:19].[S:14](=[O:15])(=[O:16])([OH:17])[OH:18]>>[Cl:1][c:2]1[c:3]([N+:11](=[O:12])[O-:13])[cH:4][c:5]([C:6](=[O:7])[O:8][CH2:20][CH3:21])[cH:9][cH:10]1. Starting materials: BrC(Br)(Br)Br, ClCCl, COC(=O)c1cccc(CO)c1, c1ccc(P(c2ccccc2)c2ccccc2)cc1. Product: COC(=O)c1cccc(CBr)c1. RXN SMILES: [C:32]([Br:33])([Br:34])([Br:35])[Br:36].[CH2:37]([Cl:38])[Cl:39].[OH:1][CH2:2][c:3]1[cH:4][c:5]([C:6](=[O:7])[O:8][CH3:9])[cH:10][cH:11][cH:12]1.[c:13]1([P:14]([c:15]2[cH:16][cH:17][cH:18][cH:19][cH:20]2)[c:21]2[cH:22][cH:23][cH:24][cH:25][cH:26]2)[cH:27][cH:28][cH:29][cH:30][cH:31]1>>[CH2:2]([c:3]1[cH:4][c:5]([C:6](=[O:7])[O:8][CH3:9])[cH:10][cH:11][cH:12]1)[Br:33]. Starting materials: C(#N)[BH3-].[Na+] (sodium cyanoborohydride), C(C)(=O)O (acetic acid), N[C@@H](C)C(=O)N1[C@H](C(=O)O)CCC1 (L-alanyl-L-proline), O=C(C(=O)OCC)CCC=1SC=CC1 (ethyl 2-oxo-4-(2-thienyl)-butyrate). The solvent is C(C)O (ethyl alcohol), C(C)O (ethyl alcohol). Reaction conditions: time 45 minute. Yields the product C(C)OC(=O)C(CCC=1SC=CC1)N[C@@H](C)C(=O)N1[C@H](C(=O)O)CCC1 (N-[1-Ethoxycarbonyl-3-(2-thienyl)-propyl]L-alanyl-L-proline). Reaction SMILES: [NH2:1][C@H:2]([C:4]([N:6]1[CH2:13][CH2:12][CH2:11][C@H:7]1[C:8]([OH:10])=[O:9])=[O:5])[CH3:3].O=[C:15]([CH2:21][CH2:22][C:23]1[S:24][CH:25]=[CH:26][CH:27]=1)[C:16]([O:18][CH2:19][CH3:20])=[O:17].C([BH3-])#N.[Na+].C(O)(=O)C>C(O)C>[CH2:19]([O:18][C:16]([CH:15]([NH:1][C@H:2]([C:4]([N:6]1[CH2:13][CH2:12][CH2:11][C@H:7]1[C:8]([OH:10])=[O:9])=[O:5])[CH3:3])[CH2:21][CH2:22][C:23]1[S:24][CH:25]=[CH:26][CH:27]=1)=[O:17])[CH3:20] |f:2.3|. Procedure: 4 g of type 4 A molecular sieves (powdered) are added to a mixture of L-alanyl-L-proline (0.93 g) and ethyl 2-oxo-4-(2-thienyl)-butyrate (3.18 g) in 25 ml of anhydrous ethyl alcohol. The mixture is stirred for 45 minutes at room temperature, followed by slow addition (3.5 hours) of a solution of sodium cyanoborohydride (0.785 g) in 15 ml of anhydrous ethyl alcohol and stirring overnight at room temperature. The reaction mixture is made just slightly acidic with glacial acetic acid, filtered and ... The reactants are CCOC(=O)COC, CC1CCC(=O)CC1, [H-], [Na+], O, c1ccccc1. Yields the product COCC(=O)C1CC(C)CCC1=O. As a reaction SMILES: [CH3:11][O:12][CH2:13][C:14](=[O:15])[O:16][CH2:17][CH3:18].[CH3:3][CH:4]1[CH2:5][CH2:6][C:7](=[O:10])[CH2:8][CH2:9]1.[H-:1].[Na+:2].[OH2:19].[cH:20]1[cH:21][cH:22][cH:23][cH:24][cH:25]1>>[CH3:3][CH:4]1[CH2:5][CH:6]([C:14]([CH2:13][O:12][CH3:11])=[O:15])[C:7](=[O:10])[CH2:8][CH2:9]1. Reactants: COc1ccc([N+](=O)[O-])cc1CBr, [C-]#N, CCO, ClCCl, [Na+]. The product is COc1ccc([N+](=O)[O-])cc1CC#N. As a reaction SMILES: [Br:1][CH2:2][c:3]1[c:4]([O:12][CH3:13])[cH:5][cH:6][c:7]([N+:9](=[O:10])[O-:11])[cH:8]1.[C-:14]#[N:15].[CH3:20][CH2:21][OH:22].[Cl:17][CH2:18][Cl:19].[Na+:16]>>[CH2:2]([c:3]1[c:4]([O:12][CH3:13])[cH:5][cH:6][c:7]([N+:9](=[O:10])[O-:11])[cH:8]1)[C:14]#[N:15].